Dataset: the Open Reaction Database (ORD), a public repository of structured organic reaction records. Task: describe an organic reaction: reactants, conditions, products, and yield Starting materials: O=C([O-])[O-], CCCC(C)C, [Cu], O=[N+]([O-])c1cccc(I)c1, [K+], [K+], O=C1CCCN1, O. Product: O=C1CCCN1c1cccc([N+](=O)[O-])c1. As a reaction SMILES: [C:11](=[O:12])([O-:13])[O-:14].[CH3:17][CH2:18][CH2:19][CH:20]([CH3:21])[CH3:22].[Cu:30].[I:1][c:2]1[cH:3][c:4]([N+:8](=[O:9])[O-:10])[cH:5][cH:6][cH:7]1.[K+:15].[K+:16].[NH:23]1[C:24](=[O:28])[CH2:25][CH2:26][CH2:27]1.[OH2:29]>>[c:2]1([N:23]2[C:24](=[O:28])[CH2:25][CH2:26][CH2:27]2)[cH:3][c:4]([N+:8](=[O:9])[O-:10])[cH:5][cH:6][cH:7]1. The reactants are Cl (HCl), ClC1=C(C=CC(=C1)Cl)/C(=C(/C=1C=C2C=NN(C2=CC1)C1OCCCC1)\C1=CC=C(C=C1)/C=C/C(=O)OCC)/CC ((E)-ethyl 3-(4-((E)-2-(2,4-dichlorophenyl)-1-(1-(tetrahydro-2H-pyran-2-yl)-1H-indazol-5-yl)but-1-en-1-yl)phenyl)acrylate), crude material. Solvent: C(C)O (ethyl alcohol), C(Cl)Cl (DCM). Conditions: temperature 70 celsius. The product is ClC1=C(C=CC(=C1)Cl)/C(=C(/C=1C=C2C=NNC2=CC1)\C1=CC=C(C=C1)/C=C/C(=O)OCC)/CC ((E)-Ethyl 3-(4-((E)-2-(2,4-dichlorophenyl)-1-(1H-indazol-5-yl)but-1-en-1-yl)phenyl)acrylate). The yield is 92.7%. RXN SMILES: Cl.[Cl:2][C:3]1[CH:8]=[C:7]([Cl:9])[CH:6]=[CH:5][C:4]=1/[C:10](/[CH2:40][CH3:41])=[C:11](\[C:27]1[CH:32]=[CH:31][C:30](/[CH:33]=[CH:34]/[C:35]([O:37][CH2:38][CH3:39])=[O:36])=[CH:29][CH:28]=1)/[C:12]1[CH:13]=[C:14]2[C:18](=[CH:19][CH:20]=1)[N:17](C1CCCCO1)[N:16]=[CH:15]2>C(O)C.C(Cl)Cl>[Cl:2][C:3]1[CH:8]=[C:7]([Cl:9])[CH:6]=[CH:5][C:4]=1/[C:10](/[CH2:40][CH3:41])=[C:11](\[C:27]1[CH:32]=[CH:31][C:30](/[CH:33]=[CH:34]/[C:35]([O:37][CH2:38][CH3:39])=[O:36])=[CH:29][CH:28]=1)/[C:12]1[CH:13]=[C:14]2[C:18](=[CH:19][CH:20]=1)[NH:17][N:16]=[CH:15]2. Procedure details: A solution of HCl (5.0 mL, 2.0 M in diethyl ether) was added to a solution of (E)-ethyl 3-(4-((E)-2-(2,4-dichlorophenyl)-1-(1-(tetrahydro-2H-pyran-2-yl)-1H-indazol-5-yl)but-1-en-1-yl)phenyl)acrylate (3.0 g, 5.2 mmol) in ethyl alcohol (25 mL) at room temperature. The resulting mixture was heated at 70° C. for 2 h. Upon completion, the mixture was cooled down to room temperature and concentrated to give a pale yellow solid. This crude material was dissolved in DCM and washed with water (50 mL), wa... Starting materials: CN(CCNC1=C(C=C(C=C1)[N+](=O)[O-])Br)C (4-[N-(2-dimethylamino-ethyl)-amino]-3-bromo-nitrobenzene), C(C)(=O)Cl (acetyl chloride). The product is CN(CCN(C(C)=O)C1=C(C=C(C=C1)[N+](=O)[O-])Br)C (4-[N-(2-dimethylamino-ethyl)-N-acetyl-amino]-3-bromo-nitrobenzene). Reaction SMILES: [CH3:1][N:2]([CH3:16])[CH2:3][CH2:4][NH:5][C:6]1[CH:11]=[CH:10][C:9]([N+:12]([O-:14])=[O:13])=[CH:8][C:7]=1[Br:15].[C:17](Cl)(=[O:19])[CH3:18]>>[CH3:1][N:2]([CH3:16])[CH2:3][CH2:4][N:5]([C:6]1[CH:11]=[CH:10][C:9]([N+:12]([O-:14])=[O:13])=[CH:8][C:7]=1[Br:15])[C:17](=[O:19])[CH3:18]. Procedure: Prepared from 4-[N-(2-dimethylamino-ethyl)-amino]-3-bromo-nitrobenzene and acetyl chloride The reactants are ClCCl, CC(COc1ccc(F)cc1C#N)N(C(=O)[O-])C(C)(C)C, O=C(O)C(F)(F)F. The product is CC(N)COc1ccc(F)cc1C#N. Reaction SMILES: [CH2:29]([Cl:30])[Cl:31].[CH3:8][C:9]([N:12]([C:10](=[O:11])[O-:13])[CH:16]([CH2:17][O:18][c:19]1[c:20]([C:26]#[N:27])[cH:21][c:22]([F:25])[cH:23][cH:24]1)[CH3:28])([CH3:14])[CH3:15].[OH:1][C:2]([C:3]([F:4])([F:5])[F:6])=[O:7]>>[NH2:12][CH:16]([CH2:17][O:18][c:19]1[c:20]([C:26]#[N:27])[cH:21][c:22]([F:25])[cH:23][cH:24]1)[CH3:28]. Starting materials: ClC1=C(C=NC2=CC(=C(C=C12)OC)F)C#N (4-chloro-7-fluoro-6-methoxyquinoline-3-carbonitrile), ClC=1C=C(C=CC1SC=1N(C=CN1)C)N (3-chloro-4-(1-methyl-1H-imidazole-2-ylsulfanyl)phenylamine), Cl.N1=CC=CC=C1 (pyridine hydrochloride). The solvent is C(C)OCCO (2-ethoxyethanol). Reaction conditions: temperature 120 celsius, time 45 minute. Yields the product ClC=1C=C(C=CC1SC=1N(C=CN1)C)NC1=C(C=NC2=CC(=C(C=C12)OC)F)C#N (4-[3-chloro-4-(1-methyl-1H-imidazole-2-ylsulfanyl)-phenylamino]-7-fluoro-6-methoxyquinoline-3-carbonitrile). As a reaction SMILES: Cl[C:2]1[C:11]2[C:6](=[CH:7][C:8]([F:14])=[C:9]([O:12][CH3:13])[CH:10]=2)[N:5]=[CH:4][C:3]=1[C:15]#[N:16].[Cl:17][C:18]1[CH:19]=[C:20]([NH2:31])[CH:21]=[CH:22][C:23]=1[S:24][C:25]1[N:26]([CH3:30])[CH:27]=[CH:28][N:29]=1.Cl.N1C=CC=CC=1>C(OCCO)C>[Cl:17][C:18]1[CH:19]=[C:20]([NH:31][C:2]2[C:11]3[C:6](=[CH:7][C:8]([F:14])=[C:9]([O:12][CH3:13])[CH:10]=3)[N:5]=[CH:4][C:3]=2[C:15]#[N:16])[CH:21]=[CH:22][C:23]=1[S:24][C:25]1[N:26]([CH3:30])[CH:27]=[CH:28][N:29]=1 |f:2.3|. Procedure details: A mixture of 1.0 g (4.23 mmol) of 4-chloro-7-fluoro-6-methoxyquinoline-3-carbonitrile (AM100856), 1.114 g (4.65 mmol) of 3-chloro-4-(1-methyl-1H-imidazole-2-ylsulfanyl)phenylamine and 0.489 g (4.23 mmol) of pyridine hydrochloride in 10 mL of 2-ethoxyethanol is heated at 120° C. for 1.5 hours, then cooled to room temperature. The resulting solid is filtered, washed with cold 2-ethoxyethanol, then ethyl acetate. After drying in vacuo, the solid is suspended in a saturated solution of sodium bicarb... Reactants: O[C@H](C)[C@H]1C(N([C@@H]1[C@H](C(=O)C1=CN2C(S1)=C(N=C2)C(=O)C=2C=NC=CC2)C)C(=P(C2=CC=CC=C2)(C2=CC=CC=C2)C2=CC=CC=C2)C(=O)OCC2=CC=C(C=C2)[N+](=O)[O-])=O ((3S,4R)-3-[(1R)-1-hydroxyethyl]-4-{(1R)-1-methyl-2-[7-(pyridin-3-yl)carbonylimidazo[5,1-b]thiazol-2-yl]-2-oxoethyl}-1-[4-nitrobenzyloxycarbonyl(triphenylphosphoranylidene)-methyl]azetidin-2-one). The solvent is C1(=CC=CC=C1)C (toluene). The product is O[C@H](C)[C@@H]1[C@@H]2N(C(=C([C@@H]2C)C2=CN3C(S2)=C(N=C3)C(=O)C=3C=NC=CC3)C(=O)OCC3=CC=C(C=C3)[N+](=O)[O-])C1=O ((4-nitrobenzyl) (1S,5R,6S)-6-[(1R)-1-hydroxyethyl]-2-[7-(pyridin-3-yl)carbonylimidazo[5,1-b]thiazol-2-yl]-1-methylcarbapen-2-em-3-carboxylate). Yield: 73.2%. RXN SMILES: [OH:1][C@@H:2]([C@@H:4]1[C@@H:7]([C@@H:8]([CH3:27])[C:9]([C:11]2[S:15][C:14]3=[C:16]([C:19]([C:21]4[CH:22]=[N:23][CH:24]=[CH:25][CH:26]=4)=[O:20])[N:17]=[CH:18][N:13]3[CH:12]=2)=O)[N:6]([C:28]([C:48]([O:50][CH2:51][C:52]2[CH:57]=[CH:56][C:55]([N+:58]([O-:60])=[O:59])=[CH:54][CH:53]=2)=[O:49])=P(C2C=CC=CC=2)(C2C=CC=CC=2)C2C=CC=CC=2)[C:5]1=[O:61])[CH3:3]>C1(C)C=CC=CC=1>[OH:1][C@@H:2]([C@H:4]1[C:5](=[O:61])[N:6]2[C:28]([C:48]([O:50][CH2:51][C:52]3[CH:53]=[CH:54][C:55]([N+:58]([O-:60])=[O:59])=[CH:56][CH:57]=3)=[O:49])=[C:9]([C:11]3[S:15][C:14]4=[C:16]([C:19]([C:21]5[CH:22]=[N:23][CH:24]=[CH:25][CH:26]=5)=[O:20])[N:17]=[CH:18][N:13]4[CH:12]=3)[C@H:8]([CH3:27])[C@H:7]12)[CH3:3]. Procedure details: A solution of 46.9 mg of (3S,4R)-3-[(1R)-1-hydroxyethyl]-4-{(1R)-1-methyl-2-[7-(pyridin-3-yl)carbonylimidazo[5,1-b]thiazol-2-yl]-2-oxoethyl}-1-[4-nitrobenzyloxycarbonyl(triphenylphosphoranylidene)-methyl]azetidin-2-one in 1 ml of toluene was heated under reflux for 3 hr. The solvent was removed by evaporation, and the residue was purified by thin layer chromatography (developed with 10% methanol/methylene chloride) to give 23.1 mg of (4-nitrobenzyl) (1S,5R,6S)-6-[(1R)-1-hydroxyethyl]-2-[7-(pyrid... Reactants: Cc1c(Br)c(C(F)(F)F)nn1C, [Li]C(C)(C)C, CN(C)C=O, CCCCC, Cl, C1CCOC1. Yields the product Cc1c(C=O)c(C(F)(F)F)nn1C. Reaction SMILES: [Br:1][c:2]1[c:3]([C:9]([F:10])([F:11])[F:12])[n:4][n:5]([CH3:8])[c:6]1[CH3:7].[C:13]([Li:14])([CH3:15])([CH3:16])[CH3:17].[CH3:18][N:19]([CH:20]=[O:21])[CH3:22].[CH3:29][CH2:30][CH2:31][CH2:32][CH3:33].[ClH:23].[O:24]1[CH2:25][CH2:26][CH2:27][CH2:28]1>>[c:2]1([CH:20]=[O:21])[c:3]([C:9]([F:10])([F:11])[F:12])[n:4][n:5]([CH3:8])[c:6]1[CH3:7].